Dataset: the Open Reaction Database (ORD), a public repository of structured organic reaction records. Task: describe an organic reaction: reactants, conditions, products, and yield The product is BrC1=C(C=C2CC(C(C2=C1Br)=O)(CC#C)C1=CC=CC=C1)OCC(=O)O ((6,7-Dibromo-1-oxo-2-phenyl-2-propargyl-5-indanyloxy)acetic Acid). The solvent is C(C)O (ethanol). The reactants are BrC1=C(C=C2CC(C(C2=C1Br)=O)(CC#C[Si](C)(C)C)C1=CC=CC=C1)OCC(=O)OCC (ethyl [6,7-dibromo-1-oxo-2-phenyl-2-(3-(trimethylsilyl)-2-propynyl)-5-indanyloxy]acetate), [OH-].[Na+] (sodium hydroxide). Reported procedure: Desilylation and hydrolysis of ethyl [6,7-dibromo-1-oxo-2-phenyl-2-(3-(trimethylsilyl)-2-propynyl)-5-indanyloxy]acetate with sodium hydroxide in ethanol according to the procedure of Example 1, STEP (c), affords the title compound. Reaction SMILES: [Br:1][C:2]1[C:10]([Br:11])=[C:9]2[C:5]([CH2:6][C:7]([C:20]3[CH:25]=[CH:24][CH:23]=[CH:22][CH:21]=3)([CH2:13][C:14]#[C:15][Si](C)(C)C)[C:8]2=[O:12])=[CH:4][C:3]=1[O:26][CH2:27][C:28]([O:30]CC)=[O:29].[OH-].[Na+]>C(O)C>[Br:1][C:2]1[C:10]([Br:11])=[C:9]2[C:5]([CH2:6][C:7]([C:20]3[CH:21]=[CH:22][CH:23]=[CH:24][CH:25]=3)([CH2:13][C:14]#[CH:15])[C:8]2=[O:12])=[CH:4][C:3]=1[O:26][CH2:27][C:28]([OH:30])=[O:29] |f:1.2|. Starting materials: NS(=O)(=O)C1=C(SC2=C1C=CC=C2)C(=O)OC (Methyl 3-aminosulfonylbenzothiophene-2-carboxylate), C(=O)(Cl)Cl (phosgene), C(=O)(Cl)Cl (Phosgene), substituted sulfonamides, [N-]=C=O (isocyanate), CCC(C)N=C=O (3-butyl isocyanate), N12CCN(CC1)CC2 (1,4-diazabicyclo[2,2,2]octane), C(=O)(Cl)Cl (phosgene). Solvent: C=1(C(=CC=CC1)C)C (xylene). Yields the product N(=C=O)S(=O)(=O)C1=C(SC2=C1C=CC=C2)C(=O)OC (Methyl 3-Isocyanatosulfonylbenzothiophene-2-carboxylate). Reaction SMILES: [NH2:1][S:2]([C:5]1[C:9]2[CH:10]=[CH:11][CH:12]=[CH:13][C:8]=2[S:7][C:6]=1[C:14]([O:16][CH3:17])=[O:15])(=[O:4])=[O:3].CCC(N=[C:23]=[O:24])C.N12CCN(CC1)CC2.C(Cl)(Cl)=O.[N-]=C=O>C1(C)C(C)=CC=CC=1>[N:1]([S:2]([C:5]1[C:9]2[CH:10]=[CH:11][CH:12]=[CH:13][C:8]=2[S:7][C:6]=1[C:14]([O:16][CH3:17])=[O:15])(=[O:4])=[O:3])=[C:23]=[O:24]. Procedure details: Methyl 3-aminosulfonylbenzothiophene-2-carboxylate (10 grams), 75 ml of xylene, 3.5 g. of 3-butyl isocyanate and 0.2 g. of 1,4-diazabicyclo[2,2,2]octane in admixture were heated to reflux under a dry ice cooled reflux condenser for 10 minutes. Phosgene gas was passed into the system until the reflux temperature dropped to 120°. The addition was discontinued until the temperature rose to 130° and then additional phosgene was added to cause the temperature to drop to 120°. The cycle was repeated u... The reactants are CCNC(=O)Nc1ccc(-c2nc3c(c(N4CCOCC4C)n2)CCNCC3)cc1, Cc1cc(Cl)ncn1. Product: CCNC(=O)Nc1ccc(-c2nc3c(c(N4CCOCC4C)n2)CCN(c2cc(C)ncn2)CC3)cc1. As a reaction SMILES: [CH2:1]([CH3:2])[NH:3][C:4](=[O:5])[NH:6][c:7]1[cH:8][cH:9][c:10](-[c:13]2[n:14][c:15]([N:24]3[CH:25]([CH3:30])[CH2:26][O:27][CH2:28][CH2:29]3)[c:16]3[c:22]([n:23]2)[CH2:21][CH2:20][NH:19][CH2:18][CH2:17]3)[cH:11][cH:12]1.[Cl:31][c:32]1[n:33][cH:34][n:35][c:36]([CH3:38])[cH:37]1>>[CH2:1]([CH3:2])[NH:3][C:4](=[O:5])[NH:6][c:7]1[cH:8][cH:9][c:10](-[c:13]2[n:14][c:15]([N:24]3[CH:25]([CH3:30])[CH2:26][O:27][CH2:28][CH2:29]3)[c:16]3[c:22]([n:23]2)[CH2:21][CH2:20][N:19]([c:32]2[n:33][cH:34][n:35][c:36]([CH3:38])[cH:37]2)[CH2:18][CH2:17]3)[cH:11][cH:12]1. Starting materials: 5[(4-methoxy-2-trifluoro-methylphenyl)-[1,3,4]thiadiazol-2-ylmethyl]-6-(2-fluorophenyl)-2H-pyrrolo[2,3-c]pyridazine, FC1=C(C=CC=C1)C1=CC2=C(N=NC=C2)N1 (6-(2-fluorophenyl)-7H-pyrrolo[2,3-c]pyridazine), FC(C1=C(C=CC(=C1)C(F)(F)F)C1=NOC(=C1)COS(=O)(=O)C1=CC=C(C=C1)C)(F)F (toluene-4-sulfonic acid 3-(2,4-bis-trifluoromethylphenyl)-isoxazol-5-ylmethyl ester). Yields the product FC(C1=C(C=CC(=C1)C(F)(F)F)C1=NOC(=C1)CN1N=C2C(C=C1)=CC(=N2)C2=C(C=CC=C2)F)(F)F (2-[3-(2,4-Bis-trifluoromethylphenyl)-isoxazol-5-ylmethyl]-6-(2-fluorophenyl)-2H-pyrrolo[2,3-c]pyridazine). Isolated yield 21.1%. Reaction SMILES: [F:1][C:2]1[CH:7]=[CH:6][CH:5]=[CH:4][C:3]=1[C:8]1[NH:16][C:11]2[N:12]=[N:13][CH:14]=[CH:15][C:10]=2[CH:9]=1.[F:17][C:18]([F:47])([F:46])[C:19]1[CH:24]=[C:23]([C:25]([F:28])([F:27])[F:26])[CH:22]=[CH:21][C:20]=1[C:29]1[CH:33]=[C:32]([CH2:34]OS(C2C=CC(C)=CC=2)(=O)=O)[O:31][N:30]=1>>[F:47][C:18]([F:17])([F:46])[C:19]1[CH:24]=[C:23]([C:25]([F:28])([F:26])[F:27])[CH:22]=[CH:21][C:20]=1[C:29]1[CH:33]=[C:32]([CH2:34][N:13]2[CH:14]=[CH:15][C:10]3=[CH:9][C:8]([C:3]4[CH:4]=[CH:5][CH:6]=[CH:7][C:2]=4[F:1])=[N:16][C:11]3=[N:12]2)[O:31][N:30]=1. Procedure details: Prepared analogously to the method described for 2-[5[(4-methoxy-2-trifluoro-methylphenyl)-[1,3,4]thiadiazol-2-ylmethyl]-6-(2-fluorophenyl)-2H-pyrrolo[2,3-c]pyridazine beginning with 6-(2-fluorophenyl)-7H-pyrrolo[2,3-c]pyridazine (50 mg, 0.234 mmol) and toluene-4-sulfonic acid 3-(2,4-bis-trifluoromethylphenyl)-isoxazol-5-ylmethyl ester (164 mg, 0.35 mmol) to produce the titled product (25 mg, 21%). 1H-NMR: (d6-DMSO, 400 MHz) δ 8.73 (d, 1H), 8.40 (dt, 1H), 8.21 (d, 1H), 8.16 (d, 1H), 8.04 (d, 2H)... The reactants are COC1=CC=C2CC(C(C2=C1)=O)C (6-methoxy-2-methylindanone), BrCC(=O)OC (methyl bromoacetate), zinc amalgam, C(C)O (ethanol), II (iodine), zinc amalgam, bromoester. Run in C1=CC=CC=C1 (benzene), C1=CC=CC=C1 (benzene), CCOCC (ether), C(C)(=O)O (acetic acid), C(C)(=O)O (acetic acid). Product: OC1(C(CC2=CC=C(C=C12)OC)C)CC(=O)OC (methyl (1-hydroxy-2-methyl-6-methoxy-indanyl)acetate). RXN SMILES: [CH3:1][O:2][C:3]1[CH:11]=[C:10]2[C:6]([CH2:7][CH:8]([CH3:13])[C:9]2=[O:12])=[CH:5][CH:4]=1.Br[CH2:15][C:16]([O:18][CH3:19])=[O:17].II.C(O)C>C1C=CC=CC=1.CCOCC.C(O)(=O)C>[OH:12][C:9]1([CH2:15][C:16]([O:18][CH3:19])=[O:17])[C:10]2[C:6](=[CH:5][CH:4]=[C:3]([O:2][CH3:1])[CH:11]=2)[CH2:7][CH:8]1[CH3:13]. Procedure details: A solution of 13.4 g of 6-methoxy-2-methylindanone and 19.3 g of methyl bromoacetate in 45 ml benzene is added over a period of 5 minutes to 21 g of zinc amalgam (prepared according to Org. Syn. Coll., Vol. 3) in 110 ml benzene and 40 ml dry ether. A few crystals of iodine are added to start the reaction, and the reaction mixture is maintained at reflux temperature (ca. 65°) with external heating. At three-hour intervals two batches of 10 g zinc amalgam and 10 g bromoester are added, and the mix... Reactants: [H-].[H-].[H-].[H-].[Li+].[Al+3] (LiAlH4), C(C1=CC=CC=C1)N1C(C2CNCCC2C1=O)=O (2-benzylhexahydro-1H-pyrrolo[3,4-c]pyridine-1,3(2H)-dione). The solvent is C1CCOC1 (THF). Product: C(C1=CC=CC=C1)N1CC2CNCCC2C1 (2-benzyloctahydro-1H-pyrrolo[3,4-c]pyridine). Yield: 25.4%. RXN SMILES: [H-].[H-].[H-].[H-].[Li+].[Al+3].[CH2:7]([N:14]1[C:22](=O)[CH:21]2[CH:16]([CH2:17][NH:18][CH2:19][CH2:20]2)[C:15]1=O)[C:8]1[CH:13]=[CH:12][CH:11]=[CH:10][CH:9]=1>C1COCC1>[CH2:7]([N:14]1[CH2:22][CH:21]2[CH:16]([CH2:17][NH:18][CH2:19][CH2:20]2)[CH2:15]1)[C:8]1[CH:13]=[CH:12][CH:11]=[CH:10][CH:9]=1 |f:0.1.2.3.4.5|. Procedure details: To a solution of LiAlH4 (1.00 g) in THF was added slowly 2-benzylhexahydro-1H-pyrrolo[3,4-c]pyridine-1,3(2H)-dione (2.00 g) at 0° C. The reaction mixture was refluxed for 6 h under N2, and cooled to rt, quenched with ice-water and filtered. The filtrate was concentrated in vacuo to give the title compound as yellow oil (0.45 g, 25%). The crude product was used for the next step without further purification. The compound was characterized by the following spectroscopic data: MS (ESI, pos. ion) m/...